Dataset: the Open Reaction Database (ORD), a public repository of structured organic reaction records. Task: describe an organic reaction: reactants, conditions, products, and yield Reactants: COCCBr, Cl, CN(C(=O)N(C)C1CN(C(=O)C2CCNCC2)CC1c1ccc(F)cc1)c1cc(C(F)(F)F)cc(C(F)(F)F)c1. The product is COCCN1CCC(C(=O)N2CC(c3ccc(F)cc3)C(N(C)C(=O)N(C)c3cc(C(F)(F)F)cc(C(F)(F)F)c3)C2)CC1. RXN SMILES: [CH3:42][O:43][CH2:44][CH2:45][Br:46].[ClH:1].[F:2][C:3]([c:4]1[cH:5][c:6]([N:14]([C:15](=[O:16])[N:17]([CH3:18])[CH:19]2[CH2:20][N:21]([C:31](=[O:32])[CH:33]3[CH2:34][CH2:35][NH:36][CH2:37][CH2:38]3)[CH2:22][CH:23]2[c:24]2[cH:25][cH:26][c:27]([F:30])[cH:28][cH:29]2)[CH3:39])[cH:7][c:8]([C:10]([F:11])([F:12])[F:13])[cH:9]1)([F:40])[F:41]>>[F:2][C:3]([c:4]1[cH:5][c:6]([N:14]([C:15](=[O:16])[N:17]([CH3:18])[CH:19]2[CH2:20][N:21]([C:31](=[O:32])[CH:33]3[CH2:34][CH2:35][N:36]([CH2:45][CH2:44][O:43][CH3:42])[CH2:37][CH2:38]3)[CH2:22][CH:23]2[c:24]2[cH:25][cH:26][c:27]([F:30])[cH:28][cH:29]2)[CH3:39])[cH:7][c:8]([C:10]([F:11])([F:12])[F:13])[cH:9]1)([F:40])[F:41]. The reactants are CC(C)(O)c1ccc(NC(=O)c2nc(C#N)c[nH]2)c(C2=CCCCC2)c1, CO, ClCCl, [Na+], O=C([O-])O, O=S(=O)(O)O. The product is COC(C)(C)c1ccc(NC(=O)c2nc(C#N)c[nH]2)c(C2=CCCCC2)c1. Reaction SMILES: [C:1]1([c:7]2[c:8]([NH:17][C:18](=[O:19])[c:20]3[nH:21][cH:22][c:23]([C:25]#[N:26])[n:24]3)[cH:9][cH:10][c:11]([C:13]([CH3:14])([CH3:15])[OH:16])[cH:12]2)=[CH:2][CH2:3][CH2:4][CH2:5][CH2:6]1.[CH3:32][OH:33].[Cl:39][CH2:40][Cl:41].[Na+:38].[O-:34][C:35]([OH:36])=[O:37].[S:27](=[O:28])(=[O:29])([OH:30])[OH:31]>>[C:1]1([c:7]2[c:8]([NH:17][C:18](=[O:19])[c:20]3[nH:21][cH:22][c:23]([C:25]#[N:26])[n:24]3)[cH:9][cH:10][c:11]([C:13]([CH3:14])([CH3:15])[O:16][CH3:35])[cH:12]2)=[CH:2][CH2:3][CH2:4][CH2:5][CH2:6]1.